From a dataset of the Open Reaction Database (ORD), a public repository of structured organic reaction records. describe an organic reaction: reactants, conditions, products, and yield Reactants: CCCCOCCOc1ccc(-c2ccc3c(c2)C=C(C(=O)OC)CCN3c2ccc(OCCC)cc2)cc1, C1CCOC1, CO, [Na+], [OH-]. The product is CCCCOCCOc1ccc(-c2ccc3c(c2)C=C(C(=O)O)CCN3c2ccc(OCCC)cc2)cc1. Reaction SMILES: [CH2:1]([CH2:2][CH2:3][CH3:4])[O:5][CH2:6][CH2:7][O:8][c:9]1[cH:10][cH:11][c:12](-[c:15]2[cH:16][cH:17][c:18]3[c:19]([cH:39]2)[CH:20]=[C:21]([C:35](=[O:36])[O:37][CH3:38])[CH2:22][CH2:23][N:24]3[c:25]2[cH:26][cH:27][c:28]([O:31][CH2:32][CH2:33][CH3:34])[cH:29][cH:30]2)[cH:13][cH:14]1.[CH2:44]1[O:45][CH2:46][CH2:47][CH2:48]1.[CH3:42][OH:43].[Na+:41].[OH-:40]>>[CH2:1]([CH2:2][CH2:3][CH3:4])[O:5][CH2:6][CH2:7][O:8][c:9]1[cH:10][cH:11][c:12](-[c:15]2[cH:16][cH:17][c:18]3[c:19]([cH:39]2)[CH:20]=[C:21]([C:35](=[O:36])[OH:37])[CH2:22][CH2:23][N:24]3[c:25]2[cH:26][cH:27][c:28]([O:31][CH2:32][CH2:33][CH3:34])[cH:29][cH:30]2)[cH:13][cH:14]1. Reactants: C(C(C)(C)C)(=O)O[C@@H](C(=O)Cl)C1=CC=CC=C1 ((R)-2-chloro-2-oxo-1-phenylethyl pivalate), Cl (HCl), NC1=C(C=C(C=C1)Cl)C(C(F)(F)F)=O (1-(2-amino-5-chlorophenyl)-2,2,2-trifluoroethanone), CN(C1=CC=CC=C1)C (N,N-dimethylaniline). Solvent: ClCCl (dichloromethane), ClCCl (dichloromethane). Reaction conditions: time 3 hour. Product: C(C(C)(C)C)(=O)O[C@@H](C(=O)NC1=C(C=C(C=C1)Cl)C(C(F)(F)F)=O)C1=CC=CC=C1 ((R)-2-(4-chloro-2-(2,2,2-trifluoroacetyl)-phenylamino)-2-oxo-1-phenylethyl pivalate). As a reaction SMILES: [NH2:1][C:2]1[CH:7]=[CH:6][C:5]([Cl:8])=[CH:4][C:3]=1[C:9](=[O:14])[C:10]([F:13])([F:12])[F:11].[C:15]([O:21][C@H:22]([C:26]1[CH:31]=[CH:30][CH:29]=[CH:28][CH:27]=1)[C:23](Cl)=[O:24])(=[O:20])[C:16]([CH3:19])([CH3:18])[CH3:17].CN(C)C1C=CC=CC=1.Cl>ClCCl>[C:15]([O:21][C@H:22]([C:26]1[CH:31]=[CH:30][CH:29]=[CH:28][CH:27]=1)[C:23]([NH:1][C:2]1[CH:7]=[CH:6][C:5]([Cl:8])=[CH:4][C:3]=1[C:9](=[O:14])[C:10]([F:13])([F:11])[F:12])=[O:24])(=[O:20])[C:16]([CH3:19])([CH3:18])[CH3:17]. Procedure: 1-(2-amino-5-chlorophenyl)-2,2,2-trifluoroethanone (2, 5.0 g, 22.4 mmol) was dissolved in dichloromethane (50 mL) and (R)-2-chloro-2-oxo-1-phenylethyl pivalate (8.54 g, 33.5 mmol) was added. To this mixture N,N-dimethylaniline (2.8 mL, 22.4 mmol) was added. The reaction mixture was stirred at room temperature for 3 hours. The mixture was diluted with dichloromethane (50 mL), treated with 1N HCl, washed with brine and the organic layer was separated and evaporated to give (R)-2-(4-chloro-2-(2,2,2... Reactants: N1CCNCC(C1)O (1,4-diazepan-6-ol), CN1N=CC(=C1)B1OC(C(O1)(C)C)(C)C (1-methyl-4-(4,4,5,5-tetramethyl-1,3,2-dioxaborolan-2-yl)-1H-pyrazole), BrC1=NC(=CC=C1)F (2-bromo-6-fluoropyridine), ClC1=CC2=C(C=N1)C=NN2 (6-chloro-1H-pyrazolo[4,3-c]pyridine). Yields the product CN1N=CC(=C1)C1=CC2=C(C=N1)C=NN2C2=CC=CC(=N2)N2CCNC[C@@H](C2)O ((S)-1-(6-(6-(1-Methyl-1H-pyrazol-4-yl)-1H-pyrazolo[4,3-c]pyridin-1-yl)pyridin-2-yl)-1,4-diazepan-6-ol). The yield is 23.5%. As a reaction SMILES: [NH:1]1[CH2:7][CH:6]([OH:8])[CH2:5][NH:4][CH2:3][CH2:2]1.Br[C:10]1[CH:15]=[CH:14][CH:13]=[C:12](F)[N:11]=1.Cl[C:18]1[N:23]=[CH:22][C:21]2[CH:24]=[N:25][NH:26][C:20]=2[CH:19]=1.[CH3:27][N:28]1[CH:32]=[C:31](B2OC(C)(C)C(C)(C)O2)[CH:30]=[N:29]1>>[CH3:27][N:28]1[CH:32]=[C:31]([C:18]2[N:23]=[CH:22][C:21]3[CH:24]=[N:25][N:26]([C:12]4[N:11]=[C:10]([N:1]5[CH2:7][C@@H:6]([OH:8])[CH2:5][NH:4][CH2:3][CH2:2]5)[CH:15]=[CH:14][CH:13]=4)[C:20]=3[CH:19]=2)[CH:30]=[N:29]1. Procedure details: Following the procedures as described in Example 124 and starting with 1,4-diazepan-6-ol, 2-bromo-6-fluoropyridine, 6-chloro-1H-pyrazolo[4,3-c]pyridine, and 1-methyl-4-(4,4,5,5-tetramethyl-1,3,2-dioxaborolan-2-yl)-1H-pyrazole, 231 was obtained as a yellow solid (43 mg, 23.5%) over six steps. 1H NMR (500 MHz, DMSO-d6) δ (ppm) 9.09 (s, 1H), 8.65 (s, 1H), 8.44 (s, 1H), 8.25 (s, 1H), 7.98 (s, 1H), 7.63-7.68 (m, 1H), 7.14-7.16 (d, J=12.5 Hz, 1H), 6.61-6.64 (d, J=14 Hz, 1H), 4.10-4.14 (m, 1H), 3.86-3.... The reactants are O=C([O-])[O-], CC(C)(C)n1ncc(Cl)c(Cl)c1=O, C[SiH](C)OC(C(O)c1ccc(C(C)(C)C)cc1)C(C)(C)C, CCOC(C)=O, CC(=O)OI1(OC(C)=O)(OC(C)=O)OC(=O)c2ccccc21, [Cs+], [Cs+]. The product is C[SiH](C)OC(C(Oc1cnn(C(C)(C)C)c(=O)c1Cl)c1ccc(C(C)(C)C)cc1)C(C)(C)C. As a reaction SMILES: [C:14](=[O:15])([O-:16])[O-:17].[C:1]([CH3:2])([CH3:3])([CH3:4])[n:5]1[n:6][cH:7][c:8]([Cl:13])[c:9]([Cl:12])[c:10]1=[O:11].[C:20]([CH3:21])([CH3:22])([CH3:23])[CH:24]([CH:25]([c:26]1[cH:27][cH:28][c:29]([C:32]([CH3:33])([CH3:34])[CH3:35])[cH:30][cH:31]1)[OH:36])[O:37][SiH:38]([CH3:39])[CH3:40].[CH3:41][CH2:42][O:43][C:44](=[O:45])[CH3:46].[CH3:47][C:48]([O:49][I:50]1([O:60][C:61]([CH3:62])=[O:63])([O:64][C:65]([CH3:66])=[O:67])[c:51]2[c:52]([cH:53][cH:54][cH:55][cH:56]2)[C:57](=[O:58])[O:59]1)=[O:68].[Cs+:18].[Cs+:19]>>[C:1]([CH3:2])([CH3:3])([CH3:4])[n:5]1[n:6][cH:7][c:8]([O:36][CH:25]([CH:24]([C:20]([CH3:21])([CH3:22])[CH3:23])[O:37][SiH:38]([CH3:39])[CH3:40])[c:26]2[cH:27][cH:28][c:29]([C:32]([CH3:33])([CH3:34])[CH3:35])[cH:30][cH:31]2)[c:9]([Cl:12])[c:10]1=[O:11]. The reactants are C(C1=CC=CC=C1)OC[C@@H](CO)NC(OC(C)(C)C)=O (tert-Butyl N-[(1R)-2-(benzyloxy)-1-(hydroxymethyl)ethyl]carbamate), CC(=O)OI1(C=2C=CC=CC2C(=O)O1)(OC(=O)C)OC(=O)C (Dess-Martin periodinane). Solvent: C(Cl)Cl (CH2Cl2). Conditions: time 2 hour. Product: C(C1=CC=CC=C1)OC[C@@H](C=O)NC(OC(C)(C)C)=O ((S)-tert-butyl 1-(benzyloxy)-3-oxopropan-2-ylcarbamate). The yield is 91.6%. As a reaction SMILES: [CH2:1]([O:8][CH2:9][C@H:10]([NH:13][C:14](=[O:20])[O:15][C:16]([CH3:19])([CH3:18])[CH3:17])[CH2:11][OH:12])[C:2]1[CH:7]=[CH:6][CH:5]=[CH:4][CH:3]=1.CC(OI1(OC(C)=O)(OC(C)=O)OC(=O)C2C=CC=CC1=2)=O>C(Cl)Cl>[CH2:1]([O:8][CH2:9][C@H:10]([NH:13][C:14](=[O:20])[O:15][C:16]([CH3:18])([CH3:17])[CH3:19])[CH:11]=[O:12])[C:2]1[CH:3]=[CH:4][CH:5]=[CH:6][CH:7]=1. Reported procedure: tert-Butyl N-[(1R)-2-(benzyloxy)-1-(hydroxymethyl)ethyl]carbamate (1.2 g, 4.3 mmole) was dissolved in CH2Cl2 (40 mL). Dess-Martin periodinane (2.4 g, 5.5 mmole) was added. The solution was stirred for 2 h at room temperature and then quenched with Na2S2O3 and saturated bicarbonate solution. After extracting with CH2Cl2, the organic layer was dried over MgSO4, filtered, and concentrated by rotary evaporation. Purification by chromatography (silica, 4/1: Hexane/EtOAc, Rf=0.4) afforded (S)-tert-but... Reactants: P(Cl)(Cl)(Cl)(Cl)Cl (phosphorus pentachloride), C(CCCC)C1CCC(CC1)C1=CC=C(C=C1)C(=O)C (methyl 4-(4-pentylcyclohexyl)phenyl ketone), ClCCl (dichloromethane), CC(C)([O-])C.[K+] (potassium t-butoxide). Run in C(C)(C)(C)O (t-butanol). The product is ClC#CC1=C(C=CC=C1)[C@@H]1CC[C@H](CC1)CCCCC (1-(2-Chloroethynyl)-2-(trans-4-pentylcyclohexyl)benzene). As a reaction SMILES: P(Cl)(Cl)(Cl)(Cl)Cl.[CH2:7]([CH:12]1[CH2:17][CH2:16][CH:15]([C:18]2[CH:23]=[CH:22][C:21](C(C)=O)=[CH:20][CH:19]=2)[CH2:14][CH2:13]1)[CH2:8][CH2:9][CH2:10][CH3:11].[CH3:27]C(C)([O-])C.[K+].Cl[CH2:34][Cl:35]>C(O)(C)(C)C>[Cl:35][C:34]#[C:27][C:23]1[CH:22]=[CH:21][CH:20]=[CH:19][C:18]=1[C@H:15]1[CH2:14][CH2:13][C@H:12]([CH2:7][CH2:8][CH2:9][CH2:10][CH3:11])[CH2:17][CH2:16]1 |f:2.3|. Procedure details: 312.3 g (1.5 mol) of phosphorus pentachloride are added carefully to a solution of 172.4 g (1.0 mol) of methyl 4-(4-pentylcyclohexyl)phenyl ketone in 1.4 l of dichloromethane. The mixture is refluxed for 3 days and then poured onto ice; the organic phase is separated off, and the aqueous phase is extracted once with dichloromethane. The combined organic phases are evaporated on a rotary evaporator, and the residue, together with 263.2 g (2.34 mol) of potassium t-butoxide, is dissolved in 1.4 l o... The reactants are ClC(Cl)(OC(OC(Cl)(Cl)Cl)=O)Cl (triphosgene), N12CCCCCC2=NCCC1 (1,8-diazabicyclo[5.4.0]undec-7-ene), C(C)(C)(C)OC(C(C(=O)OC(C)(C)C)C1=C(C=C(C=C1)Br)N)=O (2-(2-Amino-4-bromo-phenyl)-malonic acid di-tert-butyl ester), C(C)(C)N(CC)C(C)C (diisopropylethyl amine). Solvent: ClCCl (dichloromethane), hexanes. Reaction conditions: temperature 0 celsius, time 1 hour. Yields the product C(C)(C)(C)OC(=O)C1(C(NC2=CC(=CC=C12)Br)=O)C(=O)OC(C)(C)C (6-Bromo-2-oxo-1,2-dihydro-indole-3,3-dicarboxylic acid di-tert-butyl ester). Yield: 130.2%. As a reaction SMILES: [C:1]([O:5][C:6](=[O:23])[CH:7]([C:15]1[CH:20]=[CH:19][C:18]([Br:21])=[CH:17][C:16]=1[NH2:22])[C:8]([O:10][C:11]([CH3:14])([CH3:13])[CH3:12])=[O:9])([CH3:4])([CH3:3])[CH3:2].C(N(C(C)C)CC)(C)C.Cl[C:34](Cl)([O:36]C(=O)OC(Cl)(Cl)Cl)Cl.N12CCCN=C1CCCCC2>ClCCl>[C:1]([O:5][C:6]([C:7]1([C:8]([O:10][C:11]([CH3:14])([CH3:13])[CH3:12])=[O:9])[C:15]2[C:16](=[CH:17][C:18]([Br:21])=[CH:19][CH:20]=2)[NH:22][C:34]1=[O:36])=[O:23])([CH3:2])([CH3:3])[CH3:4]. Reported procedure: 2-(2-Amino-4-bromo-phenyl)-malonic acid di-tert-butyl ester (10.00 g, 25.9 mmol) and diisopropylethyl amine (22.6 ml, 129.6 mmol) were dissolved in 100 ml of anhydrous dichloromethane (DCM) under an atmosphere of dry N2. The solution was cooled to 0° C. and triphosgene (2.82 g, 9.50 mmol) was added portionwise over a period of 15 minutes. After the addition was complete, the reaction mixture was warmed to ambient temperature and stirred for 1.5 hours after which time 1,8-diazabicyclo[5.4.0]undec... Yields the product CCc1oc2cccc(O)c2c1C. Reactants: CC(=O)c1oc2cccc(O)c2c1C, [K+], NN, [OH-], O=C(O)CC(O)(CC(=O)O)C(=O)O, OCCO. RXN SMILES: [C:1]([CH3:2])(=[O:3])[c:4]1[o:5][c:6]2[c:7]([c:8]1[CH3:9])[c:10]([OH:14])[cH:11][cH:12][cH:13]2.[K+:16].[NH2:17][NH2:18].[OH-:15].[OH:19][C:20]([CH2:21][C:22]([C:23](=[O:24])[OH:25])([CH2:26][C:27](=[O:28])[OH:29])[OH:30])=[O:31].[OH:32][CH2:33][CH2:34][OH:35]>>[CH2:1]([CH3:2])[c:4]1[o:5][c:6]2[c:7]([c:8]1[CH3:9])[c:10]([OH:14])[cH:11][cH:12][cH:13]2. The reactants are CO, C=C(C)c1ccc(S(=O)(=O)Nc2ccc(C3CCN(CCC)C3)cc2)c(F)c1. Product: CCCN1CCC(c2ccc(NS(=O)(=O)c3ccc(C(C)C)cc3F)cc2)C1. RXN SMILES: [CH3:29][OH:30].[F:1][c:2]1[c:3]([S:11](=[O:12])(=[O:13])[NH:14][c:15]2[cH:16][cH:17][c:18]([CH:21]3[CH2:22][N:23]([CH2:26][CH2:27][CH3:28])[CH2:24][CH2:25]3)[cH:19][cH:20]2)[cH:4][cH:5][c:6]([C:8](=[CH2:9])[CH3:10])[cH:7]1>>[F:1][c:2]1[c:3]([S:11](=[O:12])(=[O:13])[NH:14][c:15]2[cH:16][cH:17][c:18]([CH:21]3[CH2:22][N:23]([CH2:26][CH2:27][CH3:28])[CH2:24][CH2:25]3)[cH:19][cH:20]2)[cH:4][cH:5][c:6]([CH:8]([CH3:9])[CH3:10])[cH:7]1. Starting materials: BrBr (bromine), CC(C)(C(CCC)=O)C (2,2-dimethylhexane-3-one), O (water). The solvent is CCOCC (ether). Conditions: time 14 hour. The product is BrC(C(C(C)(C)C)=O)CC (4-Bromo-2,2-dimethylhexane-3-one). The yield is 109.7%. As a reaction SMILES: [Br:1]Br.[CH3:3][C:4]([CH3:11])([C:6](=[O:10])[CH2:7][CH2:8][CH3:9])[CH3:5].O>CCOCC>[Br:1][CH:7]([CH2:8][CH3:9])[C:6](=[O:10])[C:4]([CH3:11])([CH3:5])[CH3:3]. Procedure details: Slowly add bromine (10.87 ml, 212.15 mmol) to 2,2-dimethylhexane-3-one (27.20 g, 212.15 mmol) in ether (200 ml) and allow the reaction to stir for 14 h. Combine the reaction mixture with water (200 ml) and partition. Dry the organic layer over Na2SO4, filter and then concentrate the filtrate to provide the title compound as a yellow oil (48.2 g, quant). 1NMR (400 MHz, CDCl3) δ ppm: 1.01 (t, J=7.6 Hz, 3H), 1.27 (s, 9H), 2.03 (m, 2H), 4.58 (t, J=7.2 Hz, 1H). High Res. ES-MS: 207.0348; calc. for C8...